From a dataset of the Open Reaction Database (ORD), a public repository of structured organic reaction records. describe an organic reaction: reactants, conditions, products, and yield Reactants: CC1(OC2=CC=C(C=C2CC1)C=O)C (2,2-Dimethyl-6-formylchromane), CC1=C2CC(NC2=CC=C1)=O (4-methyl-2-oxindole). The product is CC1(OC2=CC=C(C=C2CC1)C=C1C(NC2=CC=CC(=C12)C)=O)C (3-(2,2-dimethylchroman-6-ylmethylene)-4-methyl-1,3-dihydroindol-2-one). As a reaction SMILES: [CH3:1][C:2]1([CH3:14])[CH2:11][CH2:10][C:9]2[C:4](=[CH:5][CH:6]=[C:7]([CH:12]=O)[CH:8]=2)[O:3]1.[CH3:15][C:16]1[CH:24]=[CH:23][CH:22]=[C:21]2[C:17]=1[CH2:18][C:19](=[O:25])[NH:20]2>>[CH3:1][C:2]1([CH3:14])[CH2:11][CH2:10][C:9]2[C:4](=[CH:5][CH:6]=[C:7]([CH:12]=[C:18]3[C:17]4[C:21](=[CH:22][CH:23]=[CH:24][C:16]=4[CH3:15])[NH:20][C:19]3=[O:25])[CH:8]=2)[O:3]1. Reported procedure: 2,2-Dimethyl-6-formylchromane (commercially available) was condensed with 4-methyl-2-oxindole to give 0.25 g of 3-(2,2-dimethylchroman-6-ylmethylene)-4-methyl-1,3-dihydroindol-2-one as a yellow-orange solid. Solvent: CS(=O)C (DMSO). Product: NC(=O)C1=C(C=C(C(=O)OCC)C=C1)NC1CCCC1 (ethyl 4-(aminocarbonyl)-3-(cyclopentylamino)benzoate). Starting materials: O (water), C(#N)C1=C(C=C(C(=O)OCC)C=C1)NC1CCCC1 (ethyl 4-cyano-3-(cyclopentylamino)benzoate), C([O-])([O-])=O.[K+].[K+] (potassium carbonate), OO (hydrogen peroxide). RXN SMILES: [C:1]([C:3]1[CH:13]=[CH:12][C:6]([C:7]([O:9][CH2:10][CH3:11])=[O:8])=[CH:5][C:4]=1[NH:14][CH:15]1[CH2:19][CH2:18][CH2:17][CH2:16]1)#[N:2].C(=O)([O-])[O-:21].[K+].[K+].OO.O>CS(C)=O>[NH2:2][C:1]([C:3]1[CH:13]=[CH:12][C:6]([C:7]([O:9][CH2:10][CH3:11])=[O:8])=[CH:5][C:4]=1[NH:14][CH:15]1[CH2:19][CH2:18][CH2:17][CH2:16]1)=[O:21] |f:1.2.3|. Procedure: A solution of ethyl 4-cyano-3-(cyclopentylamino)benzoate (363 mg, 1.41 mmol), potassium carbonate (50 mg, 0.36 mmol), and 30% aqueous hydrogen peroxide (0.25 mL) in DMSO (1.5 mL) was stirred at 60° C. for 1 h. After cooling to room temperature, water was added and the resulting mixture was extracted with ethyl acetate (50 mL). The organic layer was washed with water (10 mL) and brine (10 mL), dried over sodium sulfate, filtered and concentrated to give ethyl 4-(aminocarbonyl)-3-(cyclopentylamino... The yield is 334.7%.